describe an organic reaction: reactants, conditions, products, and yield From a dataset of the Open Reaction Database (ORD), a public repository of structured organic reaction records. Starting materials: Cn1c(-c2ccccn2)nc(-c2ccc(Br)cc2)c1Sc1ccc(Cl)cc1, CCCC[Sn](CCCC)(CCCC)c1nccs1, Cc1ccccc1. Product: Cn1c(-c2ccccn2)nc(-c2ccc(-c3nccs3)cc2)c1Sc1ccc(Cl)cc1. As a reaction SMILES: [Br:1][c:2]1[cH:3][cH:4][c:5](-[c:8]2[n:9][c:10](-[c:22]3[n:23][cH:24][cH:25][cH:26][cH:27]3)[n:11]([CH3:21])[c:12]2[S:13][c:14]2[cH:15][cH:16][c:17]([Cl:20])[cH:18][cH:19]2)[cH:6][cH:7]1.[CH2:28]([Sn:29]([CH2:30][CH2:31][CH2:32][CH3:38])([c:33]1[s:34][cH:35][cH:36][n:37]1)[CH2:39][CH2:40][CH2:41][CH3:42])[CH2:43][CH2:44][CH3:45].[CH3:46][c:47]1[cH:48][cH:49][cH:50][cH:51][cH:52]1>>[c:2]1(-[c:33]2[s:34][cH:35][cH:36][n:37]2)[cH:3][cH:4][c:5](-[c:8]2[n:9][c:10](-[c:22]3[n:23][cH:24][cH:25][cH:26][cH:27]3)[n:11]([CH3:21])[c:12]2[S:13][c:14]2[cH:15][cH:16][c:17]([Cl:20])[cH:18][cH:19]2)[cH:6][cH:7]1. Reactants: Cl (HCl), CC1(NC2=C(C=CC=C2CC1)C(=O)OC)C (methyl 2,2-dimethyl-1,2,3,4-tetrahydroquinoline-8-carboxylate), aqueous solution, [OH-].[Na+] (sodium hydroxide). Solvent: C1CCOC1 (THF), O (H2O). Run at temperature 50 celsius, time 8 hour. Yields the product CC1(NC2=C(C=CC=C2CC1)C(=O)O)C (2,2-dimethyl-1,2,3,4-tetrahydroquinoline-8-carboxylic acid). As a reaction SMILES: [CH3:1][C:2]1([CH3:16])[CH2:11][CH2:10][C:9]2[C:4](=[C:5]([C:12]([O:14]C)=[O:13])[CH:6]=[CH:7][CH:8]=2)[NH:3]1.[OH-].[Na+].Cl>C1COCC1.O>[CH3:1][C:2]1([CH3:16])[CH2:11][CH2:10][C:9]2[C:4](=[C:5]([C:12]([OH:14])=[O:13])[CH:6]=[CH:7][CH:8]=2)[NH:3]1 |f:1.2|. Procedure: To a solution of methyl 2,2-dimethyl-1,2,3,4-tetrahydroquinoline-8-carboxylate (0.138 g, 0.629 mmol) in THF (5 mL) and H2O (5 mL) was added a 1N aqueous solution of sodium hydroxide (1.88 mL, 1.88 mmol). After stirring at 50° C. overnight the reaction mixture was acidified to pH 2 using 1N aqueous HCl, extracted with ethyl acetate (three times), dried over MgSO4 and concentrated under vacuum to afford the desired compound that was used without further purification. The reactants are [OH-].[Ni+2].[OH-] (nickel hydroxide), oxides, [N+](=O)([O-])[O-].[Ni+2].[N+](=O)([O-])[O-] (nickel nitrate), [OH-].[Ni+2].[OH-] (nickel hydroxide), [N+](=O)([O-])[O-].[Ca+2].[N+](=O)([O-])[O-] (calcium nitrate), [Ca] (calcium), [Mn] (manganese), [OH-].[Na+] (sodium hydroxide), [OH-].[Ni+2].[OH-] (nickel hydroxide), [OH-].[Na+] (sodium hydroxide), [Ni] (Ni), [Mn] (manganese). Run in O (water). The product is [N+](=O)([O-])[O-].[Ni+2].[N+](=O)([O-])[O-] (nickel nitrate), [N+](=O)([O-])[O-].[Mn+2].[N+](=O)([O-])[O-] (manganese nitrate), N (ammonia). RXN SMILES: [Ni:1].[OH-].[Ni+2].[OH-].[Mn:5].[Ca].[OH-].[Na+].[N+:9]([O-:12])([O-:11])=[O:10].[Ni+2].[N+:14]([O-:17])([O-:16])=[O:15].[N+:18]([O-:21])([O-:20])=[O:19].[Ca+2].[N+:23]([O-:26])([O-:25])=[O:24]>O>[N+:9]([O-:12])([O-:11])=[O:10].[Ni+2:1].[N+:14]([O-:17])([O-:16])=[O:15].[N+:18]([O-:21])([O-:20])=[O:19].[Mn+2:5].[N+:23]([O-:26])([O-:25])=[O:24].[NH3:9] |f:1.2.3,6.7,8.9.10,11.12.13,15.16.17,18.19.20|. Procedure: With the object of obtaining active material particles formed of a plurality of metal oxide layers by changing the kind of metal salts other than Ni salt in adjacent reaction-deposition stages, as a specific example, a process for producing oxides of a plurality of metal elements wherein the inner layer comprises nickel hydroxide containing manganese as solid solution and the surface layer comprises nickel hydroxide containing calcium as solid solution is described below. The reaction apparatus ... Reaction SMILES: C(OC([NH:8][C@H:9]1[CH2:14][CH2:13][C@H:12]([O:15][C:16]2[CH:25]=[CH:24][CH:23]=[C:22]3[C:17]=2[C:18]([C:26]#[N:27])=[CH:19][N:20]=[CH:21]3)[CH2:11][CH2:10]1)=O)(C)(C)C.[ClH:28].CO>>[ClH:28].[C:26]([C:18]1[C:17]2[C:22](=[CH:23][CH:24]=[CH:25][C:16]=2[O:15][C@H:12]2[CH2:13][CH2:14][C@H:9]([NH2:8])[CH2:10][CH2:11]2)[CH:21]=[N:20][CH:19]=1)#[N:27] |f:1.2,3.4|. Procedure details: According to the method of Example 1, Step C, deprotection was performed (room temperature, 2 hours) by using Intermediate 122 (34.9 mg) and 10% hydrogen chloride/methanol solution (2 ml). The solvent was evaporated under reduced pressure, and the residue was added with methanol (0.5 ml) and diethyl ether (1.5 ml). The deposited precipitates were collected by filtration and washed with diethyl ether to obtain the title compound (22.4 mg). Reactants: C(C)(C)(C)OC(=O)N[C@@H]1CC[C@H](CC1)OC1=C2C(=CN=CC2=CC=C1)C#N (trans-N-(tert-butoxycarbonyl)-4-[(4-cyano-5-isoquinolyl)oxy]cyclohexylamine), Cl.CO (hydrogen chloride methanol). Yields the product Cl.C(#N)C1=CN=CC2=CC=CC(=C12)O[C@@H]1CC[C@H](CC1)N (trans-4-[(4-cyano-5-isoquinolyl)oxy]cyclohexylamine hydrochloride). The reactants are CN1N=C(C=C1C(=O)Cl)C (2,5-dimethyl-2H-pyrazole-3-carbonyl chloride), C1CCOC1 (THF), C(#C)C=1C=C(C=CC1)N (3-Ethynyl-phenylamine), C1CCOC1 (THF), acid chloride. The solvent is CCN(CC)CC (NEt3). Reaction conditions: temperature 55 celsius. The product is C(#C)C=1C=C(C=CC1)NC(=O)C=1N(N=C(C1)C)C (2,5-Dimethyl-2H-pyrazole-3-carboxylic acid (3-ethynyl-phenyl)-amide). The yield is 71.9%. Reaction SMILES: [CH3:1][N:2]1[C:6]([C:7](Cl)=[O:8])=[CH:5][C:4]([CH3:10])=[N:3]1.C1COCC1.[C:16]([C:18]1[CH:19]=[C:20]([NH2:24])[CH:21]=[CH:22][CH:23]=1)#[CH:17]>CCN(CC)CC>[C:16]([C:18]1[CH:19]=[C:20]([NH:24][C:7]([C:6]2[N:2]([CH3:1])[N:3]=[C:4]([CH3:10])[CH:5]=2)=[O:8])[CH:21]=[CH:22][CH:23]=1)#[CH:17]. Reported procedure: A dry 25 mL flask was charged with 2,5-dimethyl-2H-pyrazole-3-carbonyl chloride (0.135 g, 0.854 mmol) and THF (5 mL) was added. 3-Ethynyl-phenylamine (0.100 g, 0.854 mmol) was added to the THF solution of the acid chloride followed by NEt3, and the mixture was allowed to stir at 55° C. The reaction mixture was then allowed to cool to room temperature. The reaction was extracted twice with EtOAc (˜5 mL) and water (˜10 mL) followed by saturated aqueous NaHCO3(˜10 mL). The combined organic layers w... Yields the product COc1ccc(N2C(=O)C3=C(SCCS3)C2O)cc1. As a reaction SMILES: [BH4-:20].[CH3:1][O:2][c:3]1[cH:4][cH:5][c:6]([N:9]2[C:10](=[O:19])[C:11]3=[C:12]([C:13]2=[O:14])[S:15][CH2:16][CH2:17][S:18]3)[cH:7][cH:8]1.[CH3:28][OH:29].[Na+:21].[O:23]1[CH2:24][CH2:25][CH2:26][CH2:27]1.[OH2:22]>>[CH3:1][O:2][c:3]1[cH:4][cH:5][c:6]([N:9]2[C:10](=[O:19])[C:11]3=[C:12]([CH:13]2[OH:14])[S:15][CH2:16][CH2:17][S:18]3)[cH:7][cH:8]1. Reactants: [BH4-], COc1ccc(N2C(=O)C3=C(SCCS3)C2=O)cc1, CO, [Na+], C1CCOC1, O. The reactants are C1(=CC=CC=C1)P(C1=CC=CC=C1)C1=CC=CC=C1 (triphenylphosphine), BrCCCBr (1,3-dibrompropane), CNC (dimethylamine). Solvent: C(C)O (ethanol), C=1(C(=CC=CC1)C)C (xylene). Conditions: temperature 130 celsius. Product: Br.[Br-].CN(CCC[P+](C1=CC=CC=C1)(C1=CC=CC=C1)C1=CC=CC=C1)C ((3-dimethylaminopropyl)-triphenylphosphoniumbromide HBr). Isolated yield 88.6%. As a reaction SMILES: [C:1]1([P:7]([C:14]2[CH:19]=[CH:18][CH:17]=[CH:16][CH:15]=2)[C:8]2[CH:13]=[CH:12][CH:11]=[CH:10][CH:9]=2)[CH:6]=[CH:5][CH:4]=[CH:3][CH:2]=1.[Br:20][CH2:21][CH2:22][CH2:23]Br.[CH3:25][NH:26][CH3:27]>C1(C)C(C)=CC=CC=1.C(O)C>[BrH:20].[Br-:20].[CH3:25][N:26]([CH3:27])[CH2:21][CH2:22][CH2:23][P+:7]([C:1]1[CH:2]=[CH:3][CH:4]=[CH:5][CH:6]=1)([C:8]1[CH:13]=[CH:12][CH:11]=[CH:10][CH:9]=1)[C:14]1[CH:15]=[CH:16][CH:17]=[CH:18][CH:19]=1 |f:5.6.7|. Procedure details: There is prepared from 50 g triphenylphosphine and 38.5 g 1,3-dibrompropane in 150 ml xylene by heating for 20 hours at 130° C. under nitrogen 80 g crystalline (3-bromopropyl)-triphenylphosphoniumbromide with a melting point of 226° C. This is stirred using a solution of 33 g (0.7M) dimethylamine in 200 ml ethanol for 20 hours at 20°-25° C.) The residue is absorbed after removal of ethanol in a vacuum in 2-propanol and precipitated using hydrogen bromide gas. After recrystallization from ethanol...